From a dataset of the Open Reaction Database (ORD), a public repository of structured organic reaction records. describe an organic reaction: reactants, conditions, products, and yield Reactants: C1(CC1)C1=CN=C(C(=N1)C(=O)O)NC=1C=NC=CC1 (6-Cyclopropyl-3-(pyridin-3-ylamino)pyrazine-2-carboxylic acid), NC1=C(N(N=C1)C)C(=O)N1CCC1 ((4-amino-2-methyl-2H-pyrazol-3-yl)-azetidin-1-yl-methanone). Yields the product N1(CCC1)C(=O)C1=C(C=NN1C)NC(=O)C1=NC(=CN=C1NC=1C=NC=CC1)C1CC1 (6-Cyclopropyl-3-(pyridin-3-ylamino)-pyrazine-2-carboxylic acid [5-(azetidine-1-carbonyl)-1-methyl-1H-pyrazol-4-yl]-amide). RXN SMILES: [CH:1]1([C:4]2[N:9]=[C:8]([C:10]([OH:12])=O)[C:7]([NH:13][C:14]3[CH:15]=[N:16][CH:17]=[CH:18][CH:19]=3)=[N:6][CH:5]=2)[CH2:3][CH2:2]1.[NH2:20][C:21]1[CH:25]=[N:24][N:23]([CH3:26])[C:22]=1[C:27]([N:29]1[CH2:32][CH2:31][CH2:30]1)=[O:28]>>[N:29]1([C:27]([C:22]2[N:23]([CH3:26])[N:24]=[CH:25][C:21]=2[NH:20][C:10]([C:8]2[C:7]([NH:13][C:14]3[CH:15]=[N:16][CH:17]=[CH:18][CH:19]=3)=[N:6][CH:5]=[C:4]([CH:1]3[CH2:2][CH2:3]3)[N:9]=2)=[O:12])=[O:28])[CH2:30][CH2:31][CH2:32]1. Reported procedure: The product was obtained starting from 6-cyclopropyl-3-(pyridin-3-ylamino)pyrazine-2-carboxylic acid (30 mg, 0.12 mmol; example 217, step 2) and (4-amino-2-methyl-2H-pyrazol-3-yl)-azetidin-1-yl-methanone (27 mg, 0.15 mmol) according to the method described in example 64, step 6 after purification by preparative HPLC using an acetonitrile/water gradient as light yellow solid (37 mg, 75%). Reactants: Cc1c(N(Cc2ccccc2)Cc2ccc(Oc3ccc(O)cc3)cc2)cccc1[N+](=O)[O-], CCOC(=O)CCCCBr. Product: CCOC(=O)CCCCOc1ccc(Oc2ccc(CN(Cc3ccccc3)c3cccc([N+](=O)[O-])c3C)cc2)cc1. RXN SMILES: [CH2:1]([c:2]1[cH:3][cH:4][cH:5][cH:6][cH:7]1)[N:8]([c:9]1[c:10]([CH3:18])[c:11]([N+:15](=[O:16])[O-:17])[cH:12][cH:13][cH:14]1)[CH2:19][c:20]1[cH:21][cH:22][c:23]([O:24][c:25]2[cH:26][cH:27][c:28]([OH:31])[cH:29][cH:30]2)[cH:32][cH:33]1.[CH2:34]([CH3:35])[O:36][C:37]([CH2:38][CH2:39][CH2:40][CH2:41][Br:42])=[O:43]>>[CH2:1]([c:2]1[cH:3][cH:4][cH:5][cH:6][cH:7]1)[N:8]([c:9]1[c:10]([CH3:18])[c:11]([N+:15](=[O:16])[O-:17])[cH:12][cH:13][cH:14]1)[CH2:19][c:20]1[cH:21][cH:22][c:23]([O:24][c:25]2[cH:26][cH:27][c:28]([O:31][CH2:41][CH2:40][CH2:39][CH2:38][C:37]([O:36][CH2:34][CH3:35])=[O:43])[cH:29][cH:30]2)[cH:32][cH:33]1.